Dataset: the Open Reaction Database (ORD), a public repository of structured organic reaction records. Task: describe an organic reaction: reactants, conditions, products, and yield Starting materials: c1ccc(COc2cccc3cc[nH]c23)cc1, COS(=O)(=O)OC, CCO, ClCCl, [K+], [Na+], [Na+], O=S(=O)([O-])[O-], [OH-]. Yields the product Cn1ccc2cccc(OCc3ccccc3)c21. Reaction SMILES: [CH2:1]([c:2]1[cH:3][cH:4][cH:5][cH:6][cH:7]1)[O:8][c:9]1[cH:10][cH:11][cH:12][c:13]2[cH:14][cH:15][nH:16][c:17]12.[CH3:27][O:28][S:29]([O:30][CH3:31])(=[O:32])=[O:33].[CH3:34][CH2:35][OH:36].[Cl:37][CH2:38][Cl:39].[K+:19].[Na+:20].[Na+:21].[O-:22][S:23](=[O:24])(=[O:25])[O-:26].[OH-:18]>>[CH2:1]([c:2]1[cH:3][cH:4][cH:5][cH:6][cH:7]1)[O:8][c:9]1[cH:10][cH:11][cH:12][c:13]2[cH:14][cH:15][n:16]([CH3:27])[c:17]12. Reactants: C(C)(=O)NC1=CC=C(C=C1)C1=NN(C(C2=CC3=C(C=C12)OCO3)CC)C(NC)=O (4-(4-acetylaminophenyl)-1,2-dihydro-1-ethyl-2-methylcarbamoyl-6,7-methylendioxyphthalazine). Solvent: [OH-].[Na+] (sodium hydroxide), CO (methanol), CCOC(=O)C (EtOAc). Product: NC1=CC=C(C=C1)C1=NN(C(C2=CC3=C(C=C12)OCO3)CC)C(NC)=O (4-(4-Aminophenyl)-1,2-dihydro-1-ethyl-2-methylcarbamoyl-6,7-methylendioxyphthalazine). Yield: 90.3%. As a reaction SMILES: C([NH:4][C:5]1[CH:10]=[CH:9][C:8]([C:11]2[C:20]3[C:15](=[CH:16][C:17]4[O:23][CH2:22][O:21][C:18]=4[CH:19]=3)[CH:14]([CH2:24][CH3:25])[N:13]([C:26](=[O:29])[NH:27][CH3:28])[N:12]=2)=[CH:7][CH:6]=1)(=O)C>[OH-].[Na+].CO.CCOC(C)=O>[NH2:4][C:5]1[CH:10]=[CH:9][C:8]([C:11]2[C:20]3[C:15](=[CH:16][C:17]4[O:23][CH2:22][O:21][C:18]=4[CH:19]=3)[CH:14]([CH2:24][CH3:25])[N:13]([C:26](=[O:29])[NH:27][CH3:28])[N:12]=2)=[CH:7][CH:6]=1 |f:1.2|. Procedure details: A solution of 4-(4-acetylaminophenyl)-1,2-dihydro-1-ethyl-2-methylcarbamoyl-6,7-methylendioxyphthalazine (45 mg, 0.11 mmole) in 1N sodium hydroxide (4 mL) and methanol (6 mL) was heated to reflux for 72 hours. The mixture was cooled to ambient temperature, diluted with EtOAc (30 mL), washed with water (25 mL), dried (MgSO4) and evaporated in vacuo. The residue was chromatographed on silica gel with 25% hexanes/EtOAc to afford the product as a light yellow foamy solid (35 mg, 90%). 200 MHz 1H NMR... Starting materials: CCOC(=O)c1c(CSc2nccn2C)nc2cc(OC)c(OC)cc2c1-c1ccc(OC)c(OC)c1, O=C(OO)c1cccc(Cl)c1, ClCCl. The product is CCOC(=O)c1c(CS(=O)c2nccn2C)nc2cc(OC)c(OC)cc2c1-c1ccc(OC)c(OC)c1. Reaction SMILES: [CH3:12][O:13][c:14]1[cH:15][c:16]2[c:17](-[c:39]3[cH:40][c:41]([O:47][CH3:48])[c:42]([O:45][CH3:46])[cH:43][cH:44]3)[c:18]([C:34](=[O:35])[O:36][CH2:37][CH3:38])[c:19]([CH2:26][S:27][c:28]3[n:29]([CH3:33])[cH:30][cH:31][n:32]3)[n:20][c:21]2[cH:22][c:23]1[O:24][CH3:25].[Cl:1][c:2]1[cH:3][c:4]([C:9](=[O:6])[O:10][OH:11])[cH:5][cH:7][cH:8]1.[Cl:49][CH2:50][Cl:51]>>[O:6]=[S:27]([CH2:26][c:19]1[c:18]([C:34](=[O:35])[O:36][CH2:37][CH3:38])[c:17](-[c:39]2[cH:40][c:41]([O:47][CH3:48])[c:42]([O:45][CH3:46])[cH:43][cH:44]2)[c:16]2[cH:15][c:14]([O:13][CH3:12])[c:23]([O:24][CH3:25])[cH:22][c:21]2[n:20]1)[c:28]1[n:29]([CH3:33])[cH:30][cH:31][n:32]1. Reactants: FC(C=1C=C(C=C(C1)C(F)(F)F)[C@@H]1[C@@H](N(C(O1)=O)CC1=C(C=CC(=C1)C(F)(F)F)C1=CN(C=C1)[Si](C(C)C)(C(C)C)C(C)C)C)(F)F ((4S,5R)-5-[3,5-bis(trifluoromethyl)phenyl]-4-methyl-3-{5-(trifluoromethyl)-2-[1-(triisopropylsilyl)-1H-pyrrol-3-yl]benzyl}-1,3-oxazolidin-2-one), CCCC[N+](CCCC)(CCCC)CCCC.[F-] (TBAF), solution. The solvent is C1CCOC1 (THF), C1CCOC1 (THF). Conditions: time 30 minute. The product is FC(C=1C=C(C=C(C1)C(F)(F)F)[C@@H]1[C@@H](N(C(O1)=O)CC1=C(C=CC(=C1)C(F)(F)F)C1=CNC=C1)C)(F)F ((4S,5R)-5-[3,5-bis(trifluoromethyl)phenyl]-4-methyl-3-[2-(1H-pyrrol-3-yl)-5-(trifluoromethyl)benzyl]-1,3-oxazolidin-2-one). As a reaction SMILES: [F:1][C:2]([F:47])([F:46])[C:3]1[CH:4]=[C:5]([C@H:13]2[O:17][C:16](=[O:18])[N:15]([CH2:19][C:20]3[CH:25]=[C:24]([C:26]([F:29])([F:28])[F:27])[CH:23]=[CH:22][C:21]=3[C:30]3[CH:34]=[CH:33][N:32]([Si](C(C)C)(C(C)C)C(C)C)[CH:31]=3)[C@H:14]2[CH3:45])[CH:6]=[C:7]([C:9]([F:12])([F:11])[F:10])[CH:8]=1.CCCC[N+](CCCC)(CCCC)CCCC.[F-]>C1COCC1>[F:47][C:2]([F:1])([F:46])[C:3]1[CH:4]=[C:5]([C@H:13]2[O:17][C:16](=[O:18])[N:15]([CH2:19][C:20]3[CH:25]=[C:24]([C:26]([F:29])([F:28])[F:27])[CH:23]=[CH:22][C:21]=3[C:30]3[CH:34]=[CH:33][NH:32][CH:31]=3)[C@H:14]2[CH3:45])[CH:6]=[C:7]([C:9]([F:12])([F:11])[F:10])[CH:8]=1 |f:1.2|. Procedure: To a 0° C. solution of (4S,5R)-5-[3,5-bis(trifluoromethyl)phenyl]-4-methyl-3-{5-(trifluoromethyl)-2-[1-(triisopropylsilyl)-1H-pyrrol-3-yl]benzyl}-1,3-oxazolidin-2-one (Example 149) (22.6 mg, 0.0326 mmol) in THF (2 mL) was added TBAF (65 μL of a 1M solution in THF, 0.065 mmol). After 30 minutes, the reaction was quenched with saturated NH4Cl (5 mL). The mixture was extracted with EtOAc (35 mL) and the organic layer was washed with water and brine (15 mL each). The organic layer was dried over Na2... Starting materials: COC(=O)c1sc(-c2ccccc2)cc1N(C(=O)c1ccc(Cl)cc1Cl)C(C)C, [Li+], [OH-]. The product is CC(C)N(C(=O)c1ccc(Cl)cc1Cl)c1cc(-c2ccccc2)sc1C(=O)O. Reaction SMILES: [CH3:1][O:2][C:3](=[O:4])[c:5]1[s:6][c:7](-[c:24]2[cH:25][cH:26][cH:27][cH:28][cH:29]2)[cH:8][c:9]1[N:10]([CH:11]([CH3:12])[CH3:13])[C:14]([c:15]1[c:16]([Cl:22])[cH:17][c:18]([Cl:21])[cH:19][cH:20]1)=[O:23].[Li+:31].[OH-:30]>>[O:2]=[C:3]([OH:4])[c:5]1[s:6][c:7](-[c:24]2[cH:25][cH:26][cH:27][cH:28][cH:29]2)[cH:8][c:9]1[N:10]([CH:11]([CH3:12])[CH3:13])[C:14]([c:15]1[c:16]([Cl:22])[cH:17][c:18]([Cl:21])[cH:19][cH:20]1)=[O:23].